From a dataset of the Open Reaction Database (ORD), a public repository of structured organic reaction records. describe an organic reaction: reactants, conditions, products, and yield The reactants are COC(=O)c1ccc2cc(-c3ccc(CCN(CC(O)c4cccc(Cl)c4)C(=O)OC(C)(C)C)cc3)ccc2c1, C1COCCO1, CO, ClC(Cl)Cl, Cl, [Na+], [OH-]. Product: CC(C)(C)OC(=O)N(CCc1ccc(-c2ccc3cc(C(=O)O)ccc3c2)cc1)CC(O)c1cccc(Cl)c1. As a reaction SMILES: [C:1]([CH3:2])([CH3:3])([CH3:4])[O:5][C:6](=[O:7])[N:8]([CH2:9][CH2:10][c:11]1[cH:12][cH:13][c:14](-[c:17]2[cH:18][c:19]3[cH:20][cH:21][c:22]([C:27](=[O:28])[O:29][CH3:30])[cH:23][c:24]3[cH:25][cH:26]2)[cH:15][cH:16]1)[CH2:31][CH:32]([OH:33])[c:34]1[cH:35][c:36]([Cl:40])[cH:37][cH:38][cH:39]1.[CH2:50]1[O:51][CH2:52][CH2:53][O:54][CH2:55]1.[CH3:44][OH:45].[CH:46]([Cl:47])([Cl:48])[Cl:49].[ClH:43].[Na+:42].[OH-:41]>>[C:1]([CH3:2])([CH3:3])([CH3:4])[O:5][C:6](=[O:7])[N:8]([CH2:9][CH2:10][c:11]1[cH:12][cH:13][c:14](-[c:17]2[cH:18][c:19]3[cH:20][cH:21][c:22]([C:27](=[O:28])[OH:29])[cH:23][c:24]3[cH:25][cH:26]2)[cH:15][cH:16]1)[CH2:31][CH:32]([OH:33])[c:34]1[cH:35][c:36]([Cl:40])[cH:37][cH:38][cH:39]1.